From a dataset of the Open Reaction Database (ORD), a public repository of structured organic reaction records. describe an organic reaction: reactants, conditions, products, and yield Starting materials: CN1CCOCC1 (N-methylmorpholine), C1(CC1)C=1C=C(C2=C(N1)N(N=C2C)C2CCN(CC2)C)C(=O)O (6-Cyclopropyl-3-methyl-1-(1-methyl-4-piperidinyl)-1H-pyrazolo[3,4-b]pyridine-4-carboxylic acid), C(CCl)Cl (EDC), NCC=1C(NC(=CC1C)C)=O (3-(aminomethyl)-4,6-dimethyl-2(1H)-pyridinone), ON1N=NC2=C1N=CC=C2 (1-hydroxy-7-azabenzotriazole). The solvent is O (water), CS(=O)C (DMSO). Conditions: time 16 hour. Product: C1(CC1)C=1C=C(C2=C(N1)N(N=C2C)C2CCN(CC2)C)C(=O)NCC=2C(NC(=CC2C)C)=O (6-Cyclopropyl-N-[(4,6-dimethyl-2-oxo-1,2-dihydro-3-pyridinyl)methyl]-3-methyl-1-(1-methyl-4-piperidinyl)-1H-pyrazolo[3,4-b]pyridine-4-carboxamide). Yield: 9.3%. As a reaction SMILES: [CH:1]1([C:4]2[CH:5]=[C:6]([C:21](O)=[O:22])[C:7]3[C:12]([CH3:13])=[N:11][N:10]([CH:14]4[CH2:19][CH2:18][N:17]([CH3:20])[CH2:16][CH2:15]4)[C:8]=3[N:9]=2)[CH2:3][CH2:2]1.[NH2:24][CH2:25][C:26]1[C:27](=[O:34])[NH:28][C:29]([CH3:33])=[CH:30][C:31]=1[CH3:32].ON1C2N=CC=CC=2N=N1.C(Cl)CCl.CN1CCOCC1>CS(C)=O.O>[CH:1]1([C:4]2[CH:5]=[C:6]([C:21]([NH:24][CH2:25][C:26]3[C:27](=[O:34])[NH:28][C:29]([CH3:33])=[CH:30][C:31]=3[CH3:32])=[O:22])[C:7]3[C:12]([CH3:13])=[N:11][N:10]([CH:14]4[CH2:15][CH2:16][N:17]([CH3:20])[CH2:18][CH2:19]4)[C:8]=3[N:9]=2)[CH2:2][CH2:3]1. Reported procedure: 6-Cyclopropyl-3-methyl-1-(1-methyl-4-piperidinyl)-1H-pyrazolo[3,4-b]pyridine-4-carboxylic acid (150 mg, 0.477 mmol), 3-(aminomethyl)-4,6-dimethyl-2(1H)-pyridinone (117 mg, 0.620 mmol), 1-hydroxy-7-azabenzotriazole (130 mg, 0.954 mmol), EDC (183 mg, 0.954 mmol) and N-methylmorpholine (0.210 mL, 1.909 mmol) were suspended in DMSO (10 mL) and stirred at room temperature for 16 h. Next was added 25 mL of water, stirred for 10 minutes, and then extracted with EtOAc (5×). The organic layers were conce...